This data is from the Open Reaction Database (ORD), a public repository of structured organic reaction records. The task is: describe an organic reaction: reactants, conditions, products, and yield The reactants are N1N=CC=C1 (1H-pyrazole), O (water), [H-].[Na+] (NaH), NC=1N=C(C(=NC1Br)C=1C=CC(N(N1)C(C)C)=O)C1=CC=CC=C1 (6-(5-amino-6-bromo-3-phenyl-2-pyrazinyl)-2-isopropyl-3(2H)-pyridazinone). Run in CC(=O)C (acetone), 1,2-dimethyl-2-imidazolidinone, C(Cl)(Cl)Cl (CHCl3). Run at temperature 27.5 celsius, time 30 minute. The product is NC=1N=C(C(=NC1N1N=CC=C1)C=1C=CC(N(N1)C(C)C)=O)C1=CC=CC=C1 (6-[5-amino-3-phenyl-6-(1H-pyrazol-1-yl)-2-pyrazinyl]-2-isopropyl-3(2H)-pyridazinone). The yield is 45.5%. As a reaction SMILES: [H-].[Na+].[NH:3]1[CH:7]=[CH:6][CH:5]=[N:4]1.[NH2:8][C:9]1[N:10]=[C:11]([C:26]2[CH:31]=[CH:30][CH:29]=[CH:28][CH:27]=2)[C:12]([C:16]2[CH:17]=[CH:18][C:19](=[O:25])[N:20]([CH:22]([CH3:24])[CH3:23])[N:21]=2)=[N:13][C:14]=1Br.O>C(Cl)(Cl)Cl.CC(C)=O>[NH2:8][C:9]1[N:10]=[C:11]([C:26]2[CH:27]=[CH:28][CH:29]=[CH:30][CH:31]=2)[C:12]([C:16]2[CH:17]=[CH:18][C:19](=[O:25])[N:20]([CH:22]([CH3:24])[CH3:23])[N:21]=2)=[N:13][C:14]=1[N:3]1[CH:7]=[CH:6][CH:5]=[N:4]1 |f:0.1|. Reported procedure: To a suspension of NaH (60% in oil suspension) (23.3 mg) in 1,2-dimethyl-2-imidazolidinone (0.3 ml) was added 1H-pyrazole (42.3 mg) and the mixture was stirred at 25-30° C. for 30 minutes. After addition of 6-(5-amino-6-bromo-3-phenyl-2-pyrazinyl)-2-isopropyl-3(2H)-pyridazinone (150 mg), the mixture was heated at 120-125° C. for 15 hours. To the reaction mixture was added water (3 ml) to give a precipitate. The precipitate was dissolved in CHCl3, dried over MgSO4 and concentrated under reduced p...